Task: describe an organic reaction: reactants, conditions, products, and yield. Dataset: the Open Reaction Database (ORD), a public repository of structured organic reaction records The reactants are COC(C1=C(C=C(C=C1)Br)Cl)=O (4-bromo-2-chlorobenzoic acid methyl ester), C(CCC)[Sn](C=C)(CCCC)CCCC (tributyl(vinyl)tin), PdCl2(dppf)-2-DCM. Solvent: C1CCOC1 (THF). Conditions: temperature 60 celsius, time 3 hour. Yields the product ClC1=C(C(=O)O)C=CC(=C1)C=C (2-chloro-4-vinylbenzoic acid). Reaction SMILES: C[O:2][C:3](=[O:12])[C:4]1[CH:9]=[CH:8][C:7](Br)=[CH:6][C:5]=1[Cl:11].[CH2:13]([Sn](CCCC)(CCCC)C=C)[CH2:14]CC>C1COCC1>[Cl:11][C:5]1[CH:6]=[C:7]([CH:13]=[CH2:14])[CH:8]=[CH:9][C:4]=1[C:3]([OH:2])=[O:12]. Procedure details: To a solution of 4-bromo-2-chlorobenzoic acid methyl ester (500 mg, 2 mmol) in THF (15 mL) was added tributyl(vinyl)tin (620 μl, 2.1 mmol) and PdCl2(dppf)-2-DCM (165 mg, 0.2 mmol). The solution was heated to 60° C. for 12 hours. The crude reaction mixture was then concentrated down and taken up in 20 mL EtOAc and 100 mL concentrated KF solution. The reaction stirred at room temperature for 3 hours, filtered through a pad of celite and concentrated down. The residual oil was subjected to flash ch...